From a dataset of the Open Reaction Database (ORD), a public repository of structured organic reaction records. describe an organic reaction: reactants, conditions, products, and yield Reactants: Cl (hydrochloric acid), C1(=CC=C(C=C1)S(=O)(=O)Cl)C (p-toluenesulfonyl chloride), O[C@@H](C[C@H](C#N)C1=CC=C(C=C1)OC)CCCCCC ((2S,4R)-4-hydroxy-2-(4-methoxyphenyl)decanenitrile). Reagents/catalysts: CN(C)C1=CC=NC=C1 (4-(N,N-dimethylamino)pyridine). Solvent: N1=CC=CC=C1 (pyridine), N1=CC=CC=C1 (pyridine). Reaction conditions: time 3 day. The product is C1(=CC=C(C=C1)S(=O)(=O)O[C@@H](C[C@H](C#N)C1=CC=C(C=C1)OC)CCCCCC)C ((2S,4R)-4-p-toluenesulfonyloxy-2-(4-methoxyphenyl)-decanenitrile). The yield is 64.0%. As a reaction SMILES: [OH:1][C@H:2]([CH2:15][CH2:16][CH2:17][CH2:18][CH2:19][CH3:20])[CH2:3][C@@H:4]([C:7]1[CH:12]=[CH:11][C:10]([O:13][CH3:14])=[CH:9][CH:8]=1)[C:5]#[N:6].[C:21]1([CH3:31])[CH:26]=[CH:25][C:24]([S:27](Cl)(=[O:29])=[O:28])=[CH:23][CH:22]=1.Cl>N1C=CC=CC=1.CN(C1C=CN=CC=1)C>[C:21]1([CH3:31])[CH:26]=[CH:25][C:24]([S:27]([O:1][C@H:2]([CH2:15][CH2:16][CH2:17][CH2:18][CH2:19][CH3:20])[CH2:3][C@@H:4]([C:7]2[CH:8]=[CH:9][C:10]([O:13][CH3:14])=[CH:11][CH:12]=2)[C:5]#[N:6])(=[O:29])=[O:28])=[CH:23][CH:22]=1. Procedure: To a solution of 559 mg (2.0 mmol) of (2S,4R)-4-hydroxy-2-(4-methoxyphenyl)decanenitrile in 5 ml of pyridine were added, with cooling with ice, a solution of 774 mg (4.1 mmol) of p-toluenesulfonyl chloride (TsCl) in 3 ml of pyridine and 24 mg (0.2 mmol) of 4-(N,N-dimethylamino)pyridine (DMAP). This mixture was stirred at room temperature for 3 days. The pH of the reaction mixture was adjusted to 7 with diluted hydrochloric acid, and this reaction mixture was subjected to extraction with ether (1... Starting materials: BrC=1C=C(SC1)CN(S(=O)(=O)C1=C(C=CC=C1)Cl)CC(C)C (N-(4-bromo-thiophen-2-ylmethyl)-2-chloro-N-isobutyl-benzenesulfonamide), CS(=O)(=O)C=1C=C(C=CC1)B(O)O ((3-methylsulfonylphenyl)-boronic acid), C(=O)([O-])[O-].[Na+].[Na+] (Na2CO3). Reagents/catalysts: C1=CC=C(C=C1)P([C-]2C=CC=C2)C3=CC=CC=C3.C1=CC=C(C=C1)P([C-]2C=CC=C2)C3=CC=CC=C3.Cl[Pd]Cl.[Fe+2].ClCCl (dichloro[1,1′-bis(diphenylphosphino)ferrocene]palladium dichloromethane). Run in O1CCOCC1.O (dioxane water). Product: ClC1=C(C=CC=C1)S(=O)(=O)N(CC=1SC=C(C1)C1=CC(=CC=C1)S(=O)(=O)C)CC(C)C (2-chloro-N-isobutyl-N-[4-(3-methanesulfonyl-phenyl)-thiophen-2-ylmethyl]-benzenesulfonamide). Reaction SMILES: Br[C:2]1[CH:3]=[C:4]([CH2:7][N:8]([CH2:19][CH:20]([CH3:22])[CH3:21])[S:9]([C:12]2[CH:17]=[CH:16][CH:15]=[CH:14][C:13]=2[Cl:18])(=[O:11])=[O:10])[S:5][CH:6]=1.[CH3:23][S:24]([C:27]1[CH:28]=[C:29](B(O)O)[CH:30]=[CH:31][CH:32]=1)(=[O:26])=[O:25].C([O-])([O-])=O.[Na+].[Na+]>O1CCOCC1.O.C1C=CC(P(C2C=CC=CC=2)[C-]2C=CC=C2)=CC=1.C1C=CC(P(C2C=CC=CC=2)[C-]2C=CC=C2)=CC=1.Cl[Pd]Cl.[Fe+2].ClCCl>[Cl:18][C:13]1[CH:14]=[CH:15][CH:16]=[CH:17][C:12]=1[S:9]([N:8]([CH2:19][CH:20]([CH3:22])[CH3:21])[CH2:7][C:4]1[S:5][CH:6]=[C:2]([C:31]2[CH:30]=[CH:29][CH:28]=[C:27]([S:24]([CH3:23])(=[O:26])=[O:25])[CH:32]=2)[CH:3]=1)(=[O:11])=[O:10] |f:2.3.4,5.6,7.8.9.10.11|. Procedure details: In analogy to example 1, step 3, N-(4-bromo-thiophen-2-ylmethyl)-2-chloro-N-isobutyl-benzenesulfonamide was reacted with (3-methylsulfonylphenyl)-boronic acid, Na2CO3 and dichloro[1,1′-bis(diphenylphosphino)ferrocene]palladium dichloromethane adduct in dioxane/water to give 2-chloro-N-isobutyl-N-[4-(3-methanesulfonyl-phenyl)-thiophen-2-ylmethyl]-benzenesulfonamide as a light yellow oil. MS: 514.9 ([M+NH4]+) Reactants: N1(CCOCC1)NC1=C(C=NC2=CC=CC=C12)[N+](=O)[O-] (N-(morpholin-4-yl)(3-nitroquinolin4-yl)amine). Reagents/catalysts: [Pt] (platinum on carbon). Run in C1(=CC=CC=C1)C (toluene). Run at time 15 hour. Product: N1(CCOCC1)NC1=C(C=NC2=CC=CC=C12)N (N4-(morpholin-4-yl)quinoline-3,4-diamine). Isolated yield 100.1%. As a reaction SMILES: [N:1]1([NH:7][C:8]2[C:17]3[C:12](=[CH:13][CH:14]=[CH:15][CH:16]=3)[N:11]=[CH:10][C:9]=2[N+:18]([O-])=O)[CH2:6][CH2:5][O:4][CH2:3][CH2:2]1>C1(C)C=CC=CC=1.[Pt]>[N:1]1([NH:7][C:8]2[C:17]3[C:12](=[CH:13][CH:14]=[CH:15][CH:16]=3)[N:11]=[CH:10][C:9]=2[NH2:18])[CH2:2][CH2:3][O:4][CH2:5][CH2:6]1. Procedure details: A solution of N-(morpholin-4-yl)(3-nitroquinolin4-yl)amine (4.54 g, 16.6 mmol) in 150 mL of toluene was treated with 5% platinum on carbon (0.65 g, 0.17 mmol) and the mixture was shaken under an atmosphere of hydrogen (3.8×105 Pa). After 15 h, the reaction mixture was filtered through a pad of CELITE filter agent and rinsed with 4:1 toluene:MeOH. The filtrate was concentrated under reduced pressure to yield N4-(morpholin-4-yl)quinoline-3,4-diamine (4.06 g) as a red foam. Starting materials: C(=C)C1(CC2=CC=CC=C2C1)C(=O)O (2,3-dihydro-2-vinyl-1H-indene-2-carboxylic acid), S(=O)(Cl)Cl (thionyl chloride). Yields the product C(=C)C1(CC2=CC=CC=C2C1)C(=O)Cl (2,3-Dihydro-2-vinyl-1H-indene-2-carboxylic acid chloride). As a reaction SMILES: [CH:1]([C:3]1([C:12]([OH:14])=O)[CH2:11][C:10]2[C:5](=[CH:6][CH:7]=[CH:8][CH:9]=2)[CH2:4]1)=[CH2:2].S(Cl)([Cl:17])=O>>[CH:1]([C:3]1([C:12]([Cl:17])=[O:14])[CH2:11][C:10]2[C:5](=[CH:6][CH:7]=[CH:8][CH:9]=2)[CH2:4]1)=[CH2:2]. Procedure: A mixture 2,3-dihydro-2-vinyl-1H-indene-2-carboxylic acid (5.09 g) and thionyl chloride (25 ml) was refluxed for 10 hours. Excess thionyl chloride was distilled off under reduced pressure. The crude product was used as such for the following reaction. Yield: 51.2%. Product: BrC1=CC=CC(=N1)OCC1=C(C=CC=C1)CC(=O)OC (methyl 2-(6-bromopyrid-2-yloxymethyl)phenylacetate). The solvent is C1(=CC=CC=C1)C (toluene), CN(C)C=O (DMF). Procedure details: A mixture of 2-hydroxy-6-bromopyridine (1.3 g, 7.5 mmol), sodium hydroxide (0.36 g, 9.0 mmol) and 15-crown-5 (1 drop) in dry toluene (20 ml) were stirred at reflux for 1.5 hours. The toluene was removed under reduced pressure and the white salt residue was dissolved in dry DMF (10 ml). Methyl 2-chloromethylphenylacetate (1.0 g, 5 mmol) in dry DMF (10 ml) was added dropwise along with sodium iodide (10 mg). The mixture was stirred at 80° C. for 2 hours, poured into water and extracted with diethy... Starting materials: OC1=NC(=CC=C1)Br (2-hydroxy-6-bromopyridine), [OH-].[Na+] (sodium hydroxide), O (water), ClCC1=C(C=CC=C1)CC(=O)OC (Methyl 2-chloromethylphenylacetate). The reagents and catalysts are C1COCCOCCOCCOCCO1 (15-crown-5), [I-].[Na+] (sodium iodide). RXN SMILES: [OH:1][C:2]1[CH:7]=[CH:6][CH:5]=[C:4]([Br:8])[N:3]=1.[OH-].[Na+].Cl[CH2:12][C:13]1[CH:18]=[CH:17][CH:16]=[CH:15][C:14]=1[CH2:19][C:20]([O:22][CH3:23])=[O:21].O>C1OCCOCCOCCOCCOC1.C1(C)C=CC=CC=1.CN(C=O)C.[I-].[Na+]>[Br:8][C:4]1[N:3]=[C:2]([O:1][CH2:12][C:13]2[CH:18]=[CH:17][CH:16]=[CH:15][C:14]=2[CH2:19][C:20]([O:22][CH3:23])=[O:21])[CH:7]=[CH:6][CH:5]=1 |f:1.2,8.9|. Starting materials: N1=CC(=CC=C1)C(CCCN1CCN(CC1)C1=NC=CC=C1)=O (1-(3-pyridinyl)-4-[4-(2-pyridinyl)-1-piperazinyl]-1-butanone), O.NN (hydrazine hydrate), [OH-].[K+] (potassium hydroxide). Run in C(CO)O (ethylene glycol), O (water). Product: N1=C(C=CC=C1)N1CCN(CC1)CCCCC=1C=NC=CC1 (1-(2-pyridinyl)-4-[4-(3-pyridinyl)butyl]piperazine). The yield is 40.2%. RXN SMILES: [N:1]1[CH:6]=[CH:5][CH:4]=[C:3]([C:7](=O)[CH2:8][CH2:9][CH2:10][N:11]2[CH2:16][CH2:15][N:14]([C:17]3[CH:22]=[CH:21][CH:20]=[CH:19][N:18]=3)[CH2:13][CH2:12]2)[CH:2]=1.O.NN.[OH-].[K+]>C(O)CO.O>[N:18]1[CH:19]=[CH:20][CH:21]=[CH:22][C:17]=1[N:14]1[CH2:15][CH2:16][N:11]([CH2:10][CH2:9][CH2:8][CH2:7][C:3]2[CH:2]=[N:1][CH:6]=[CH:5][CH:4]=2)[CH2:12][CH2:13]1 |f:1.2,3.4|. Reported procedure: A solution of 1-(3-pyridinyl)-4-[4-(2-pyridinyl)-1-piperazinyl]-1-butanone (Example 2) (5.2 g, 0.0168 mol), hydrazine hydrate (1.9 g, 0.0603 mol), and potassium hydroxide (3 g, 0.0538 mol) in ethylene glycol (100 mL) is refluxed 12 hours removing the water formed with a Dean-Stark trap. The cooled reaction mixture is diluted with water (100 mL) and extracted with dichloromethane. The organic layer is dried (sodium sulfate) and the solvent evaporate in vacuo. The resulting residue is crystallized... The reactants are C(C)(C)(C)OC([C@H](CC1=CC=C(C=C1)OCCCC(NC=1NCCCN1)=O)NS(=O)(=O)C1=CC=C(C=C1)C)=O ((2S)-3-{4-[3-(1,4,5,6-tetrahydropyrimidin-2-ylcarbamoyl)-propoxy]-phenyl}-2-(toluene-4-sulfonylamino)-propionic acid tert-butyl ester). The solvent is C(Cl)Cl (methylene chloride), FC(C(=O)O)(F)F.O (trifluoroacetic acid water). Conditions: time 2 hour. The product is N1C(=NCCC1)NC(=O)CCCOC1=CC=C(C=C1)C[C@@H](C(=O)O)NS(=O)(=O)C1=CC=C(C=C1)C ((2S)-3-{4-[3-(1,4,5,6-Tetrahydropyrimidin-2-ylcarbamoyl)-propoxy]-phenyl}-2-(toluene4-sulfonylamino)-propionic acid). RXN SMILES: C([O:5][C:6](=[O:39])[C@@H:7]([NH:28][S:29]([C:32]1[CH:37]=[CH:36][C:35]([CH3:38])=[CH:34][CH:33]=1)(=[O:31])=[O:30])[CH2:8][C:9]1[CH:14]=[CH:13][C:12]([O:15][CH2:16][CH2:17][CH2:18][C:19](=[O:27])[NH:20][C:21]2[NH:22][CH2:23][CH2:24][CH2:25][N:26]=2)=[CH:11][CH:10]=1)(C)(C)C>C(Cl)Cl.FC(F)(F)C(O)=O.O>[NH:26]1[CH2:25][CH2:24][CH2:23][N:22]=[C:21]1[NH:20][C:19]([CH2:18][CH2:17][CH2:16][O:15][C:12]1[CH:11]=[CH:10][C:9]([CH2:8][C@H:7]([NH:28][S:29]([C:32]2[CH:37]=[CH:36][C:35]([CH3:38])=[CH:34][CH:33]=2)(=[O:31])=[O:30])[C:6]([OH:39])=[O:5])=[CH:14][CH:13]=1)=[O:27] |f:2.3|. Procedure: 240 mg of (2S)-3-{4-[3-(1,4,5,6-tetrahydropyrimidin-2-ylcarbamoyl)-propoxy]-phenyl}-2-(toluene-4-sulfonylamino)-propionic acid tert-butyl ester were dissolved in 5 ml of methylene chloride and 1.6 ml of trifluoroacetic acid/water (95/5). The mixture was stirred for 2 hours at ambient temperature. The solvents were removed in vacuo. The residue was triturated with diethyl ether, filtered and dried in vacuo. Yield 196 mg. MS (ES+): m/e=503.1 (M+H)+. Reactants: ClC1=C(C(=O)O)C=CC(=C1)NC(=O)C1=CC(=C2CCN(C2=C1)S(=O)(=O)C1=CC(=CC(=C1)Cl)Cl)OC (2-Chloro-4-{[1-(3,5-dichloro-benzenesulfonyl)-4-methoxy-2,3-dihydro-1H-indole-6-carbonyl]-amino}-benzoic acid), ClC=1C=C(C=C(C1)Cl)S(=O)(=O)Cl (3,5-dichloro-benzenesulfonyl chloride). Product: COC(C1=C(C=C(C=C1)NC(=O)C1=CC(=C2CCN(C2=C1)S(=O)(=O)C1=CC(=CC(=C1)Cl)Cl)OC)Cl)=O (2-chloro-4-{[1-(3,5-dichloro-benzenesulfonyl)-4-methoxy-2,3-dihydro-1H-indole-6-carbonyl]-amino}-benzoic acid methyl ester). Reaction SMILES: [Cl:1][C:2]1[CH:10]=[C:9]([NH:11][C:12]([C:14]2[CH:22]=[C:21]3[C:17]([CH2:18][CH2:19][N:20]3[S:23]([C:26]3[CH:31]=[C:30]([Cl:32])[CH:29]=[C:28]([Cl:33])[CH:27]=3)(=[O:25])=[O:24])=[C:16]([O:34][CH3:35])[CH:15]=2)=[O:13])[CH:8]=[CH:7][C:3]=1[C:4]([OH:6])=[O:5].Cl[C:37]1C=C(S(Cl)(=O)=O)C=C(Cl)C=1>>[CH3:37][O:5][C:4](=[O:6])[C:3]1[CH:7]=[CH:8][C:9]([NH:11][C:12]([C:14]2[CH:22]=[C:21]3[C:17]([CH2:18][CH2:19][N:20]3[S:23]([C:26]3[CH:27]=[C:28]([Cl:33])[CH:29]=[C:30]([Cl:32])[CH:31]=3)(=[O:24])=[O:25])=[C:16]([O:34][CH3:35])[CH:15]=2)=[O:13])=[CH:10][C:2]=1[Cl:1]. Procedure details: 2-Chloro-4-{[1-(3,5-dichloro-benzenesulfonyl)-4-methoxy-2,3-dihydro-1H-indole-6-carbonyl]-amino}-benzoic acid, m/z (ES+): 555.25 (M+H+.), was prepared in analogy to example 21, steps 1 to 6. Step 5 was performed using 3,5-dichloro-benzenesulfonyl chloride, yielding 2-chloro-4-{[1-(3,5-dichloro-benzenesulfonyl)-4-methoxy-2,3-dihydro-1H-indole-6-carbonyl]-amino}-benzoic acid methyl ester, which was hydrolyzed in step 6.